describe an organic reaction: reactants, conditions, products, and yield From a dataset of the Open Reaction Database (ORD), a public repository of structured organic reaction records. The product is CSc1ccc(COC2CN(C(=O)OC(C)(C)C)CCC2c2ccc(OCCCOCc3cccs3)cc2)cc1. Starting materials: CSc1ccc(CCl)cc1, CC(C)(C)OC(=O)N1CCC(c2ccc(OCCCOCc3cccs3)cc2)C(O)C1. RXN SMILES: [CH3:32][S:33][c:34]1[cH:35][cH:36][c:37]([CH2:38][Cl:39])[cH:40][cH:41]1.[OH:1][CH:2]1[CH2:3][N:4]([C:25](=[O:26])[O:27][C:28]([CH3:29])([CH3:30])[CH3:31])[CH2:5][CH2:6][CH:7]1[c:8]1[cH:9][cH:10][c:11]([O:14][CH2:15][CH2:16][CH2:17][O:18][CH2:19][c:20]2[s:21][cH:22][cH:23][cH:24]2)[cH:12][cH:13]1>>[O:1]([CH:2]1[CH2:3][N:4]([C:25](=[O:26])[O:27][C:28]([CH3:29])([CH3:30])[CH3:31])[CH2:5][CH2:6][CH:7]1[c:8]1[cH:9][cH:10][c:11]([O:14][CH2:15][CH2:16][CH2:17][O:18][CH2:19][c:20]2[s:21][cH:22][cH:23][cH:24]2)[cH:12][cH:13]1)[CH2:38][c:37]1[cH:36][cH:35][c:34]([S:33][CH3:32])[cH:41][cH:40]1. The reactants are FC(C(=O)O)(F)F (trifluoroacetic acid), FC1=CC2=C(N(C(C(C(N2C2=CC=CC=C2)=O)CC2=NN(C3=CC=CC=C23)C(=O)OC(C)(C)C)=O)CC(=O)N(C2=CC=C(C=C2)OC)C(C)C)C=C1F (2-[7,8-difluoro-3-(1-tertbutoxycarbonyl-indazol-3-ylmethyl)-2,4-dioxo-5-phenyl-2,3,4,5-tetrahydro-benzo[b][1,4]diazepin-1-yl]-N-isopropyl-N-(4-methoxy-phenyl)-acetamide), Intermediate 67. Run at time 1.5 hour. Yields the product FC1=CC2=C(N(C(C(C(N2C2=CC=CC=C2)=O)CC2=NNC3=CC=CC=C23)=O)CC(=O)N(C2=CC=C(C=C2)OC)C(C)C)C=C1F (2-[7,8-Difluoro-3-(1H-indazol-3-ylmethyl)-2,4-dioxo-5-phenyl-2,3,4,5-tetrahydro-benzo[b][1,4]diazepin-1-yl]-N-isopropyl-N-(4-methoxy-phenyl)-acetamide). The yield is 99.8%. Reaction SMILES: FC(F)(F)C(O)=O.[F:8][C:9]1[C:59]([F:60])=[CH:58][C:12]2[N:13]([CH2:43][C:44]([N:46]([CH:55]([CH3:57])[CH3:56])[C:47]3[CH:52]=[CH:51][C:50]([O:53][CH3:54])=[CH:49][CH:48]=3)=[O:45])[C:14](=[O:42])[CH:15]([CH2:25][C:26]3[C:34]4[C:29](=[CH:30][CH:31]=[CH:32][CH:33]=4)[N:28](C(OC(C)(C)C)=O)[N:27]=3)[C:16](=[O:24])[N:17]([C:18]3[CH:23]=[CH:22][CH:21]=[CH:20][CH:19]=3)[C:11]=2[CH:10]=1>>[F:8][C:9]1[C:59]([F:60])=[CH:58][C:12]2[N:13]([CH2:43][C:44]([N:46]([CH:55]([CH3:57])[CH3:56])[C:47]3[CH:48]=[CH:49][C:50]([O:53][CH3:54])=[CH:51][CH:52]=3)=[O:45])[C:14](=[O:42])[CH:15]([CH2:25][C:26]3[C:34]4[C:29](=[CH:30][CH:31]=[CH:32][CH:33]=4)[NH:28][N:27]=3)[C:16](=[O:24])[N:17]([C:18]3[CH:19]=[CH:20][CH:21]=[CH:22][CH:23]=3)[C:11]=2[CH:10]=1. Reported procedure: To a solution of 5.0 mL trifluoroacetic acid under nitrogen is added 0.500 g of 2-[7,8-difluoro-3-(1-tertbutoxycarbonyl-indazol-3-ylmethyl)-2,4-dioxo-5-phenyl-2,3,4,5-tetrahydro-benzo[b][1,4]diazepin-1-yl]-N-isopropyl-N-(4-methoxy-phenyl)-acetamide, prepared as in Intermediate 67, (0.697 mmol). After stirring for 1.5 hrs., the trifluoroacetic acid is removed in vacuo and the residue is partitioned between methylene chloride and aqueous sodium hydroxide (1N) and transferred to a separatory funnel...